This data is from the Open Reaction Database (ORD), a public repository of structured organic reaction records. The task is: describe an organic reaction: reactants, conditions, products, and yield The reactants are C1(=CC=CC=C1)CCCC(O)C1=CC=C(C=C1)OCC1=NC2=CC=CC=C2C=C1 (4-phenyl-1-(4-(2-quinolinylmethoxy)phenyl)butanol), C(CS)(=O)OC (methyl thioglycolate), BF3 ·OEt2. Run in ClCCl (dichloromethane). Run at time 1 hour. Yields the product C1(=CC=CC=C1)CCCC(C1=CC=C(C=C1)OCC1=NC2=CC=CC=C2C=C1)SCC(=O)OC ({[4-phenyl-1-(4-(2-quinolinylmethoxy)phenyl)butyl]thio}acetic acid, methyl ester). Reaction SMILES: [C:1]1([CH2:7][CH2:8][CH2:9][CH:10]([C:12]2[CH:17]=[CH:16][C:15]([O:18][CH2:19][C:20]3[CH:29]=[CH:28][C:27]4[C:22](=[CH:23][CH:24]=[CH:25][CH:26]=4)[N:21]=3)=[CH:14][CH:13]=2)O)[CH:6]=[CH:5][CH:4]=[CH:3][CH:2]=1.[C:30]([O:34][CH3:35])(=[O:33])[CH2:31][SH:32]>ClCCl>[C:1]1([CH2:7][CH2:8][CH2:9][CH:10]([S:32][CH2:31][C:30]([O:34][CH3:35])=[O:33])[C:12]2[CH:17]=[CH:16][C:15]([O:18][CH2:19][C:20]3[CH:29]=[CH:28][C:27]4[C:22](=[CH:23][CH:24]=[CH:25][CH:26]=4)[N:21]=3)=[CH:14][CH:13]=2)[CH:6]=[CH:5][CH:4]=[CH:3][CH:2]=1. Reported procedure: To a mixture of the alcohol (1.56 g) (Step II) and methyl thioglycolate (414 μL) in dichloromethane (20 mL) at 0° was added BF3 ·OEt2 (1.10 mL) dropwise. The mixture was stirred at 0° for 1 h and poured onto buffer (pH 7), extracted with dichloromethane and the organic phase was dried and evaporated. Flash chromatography using 20% ethyl acetate/hexane afforded the title compound as a syrup. Reactants: C1(=CC=CC=C1)NC(=O)NC(CO)(CO)CO (N-Phenyl-N'-[1,1-bis-hydroxymethyl-2-hydroxyethyl]urea), C1(CCCCC1)C(CC(=O)OC)=O (methyl 3-cyclohexyl-3-oxo-propionate). Run in CO (methyl alcohol). Product: C1(=CC=CC=C1)NC(=O)NC(COC(CC(=O)C1CCCCC1)=O)(COC(CC(C1CCCCC1)=O)=O)COC(CC(=O)C1CCCCC1)=O (N-Phenyl-N'-[1,1-bis-(5-cyclohexyl-3,5-dioxo-2-oxapentyl)-6-cyclohexyl-4,6-dioxo-3-oxahexyl]-urea). RXN SMILES: [C:1]1([NH:7][C:8]([NH:10][C:11]([CH2:16][OH:17])([CH2:14][OH:15])[CH2:12][OH:13])=[O:9])[CH:6]=[CH:5][CH:4]=[CH:3][CH:2]=1.[CH:18]1([C:24](=[O:30])[CH2:25][C:26](OC)=[O:27])[CH2:23][CH2:22][CH2:21][CH2:20][CH2:19]1>CO>[C:1]1([NH:7][C:8]([NH:10][C:11]([CH2:12][O:13][C:26](=[O:27])[CH2:25][C:24]([CH:18]2[CH2:19][CH2:20][CH2:21][CH2:22][CH2:23]2)=[O:30])([CH2:16][O:17][C:26](=[O:27])[CH2:25][C:24](=[O:30])[CH:18]2[CH2:19][CH2:20][CH2:21][CH2:22][CH2:23]2)[CH2:14][O:15][C:26](=[O:27])[CH2:25][C:24]([CH:18]2[CH2:23][CH2:22][CH2:21][CH2:20][CH2:19]2)=[O:30])=[O:9])[CH:2]=[CH:3][CH:4]=[CH:5][CH:6]=1. Procedure details: 8.4 g (35 mmol) of the compound (11) and 22.0 g (119 mmol) of methyl 3-cyclohexyl-3-oxo-propionate are heated at 130° C. in a Claisen apparatus for 4 hours under application of a weak vacuum, the methyl alcohol formed being distilled off. The excess methyl 3-cyclohexyl-3-oxo-propionate (boiling point 75°-76° C./0.05 mm Hg) is then distilled off from the mixture. A brownish highly viscous oil of N-phenyl-N'-[1,1-bis-(5-cyclohexyl-3,5-dioxo-2-oxa-pentyl)-6-cyclohexyl-4,6-dioxo-3-oxa-hexyl]-urea (1... The reactants are [OH-].[Na+] (sodium hydroxide), Cl.NCC1=NC=CN=C1 (2-aminomethylpyrazine hydrochloride), ClCCC(=O)Cl (3-chloropropionylchloride), [OH-].[Na+] (sodium hydroxide). Solvent: O (water), O (water). Product: N1=C(C=NC=C1)CNC(CCCl)=O (N-(2-pyrazinylmethyl)-3-chloropropionamide). Yield: 56.7%. RXN SMILES: [OH-].[Na+].Cl.[NH2:4][CH2:5][C:6]1[CH:11]=[N:10][CH:9]=[CH:8][N:7]=1.[Cl:12][CH2:13][CH2:14][C:15](Cl)=[O:16]>O>[N:7]1[CH:8]=[CH:9][N:10]=[CH:11][C:6]=1[CH2:5][NH:4][C:15](=[O:16])[CH2:14][CH2:13][Cl:12] |f:0.1,2.3|. Reported procedure: To an aqueous solution of sodium hydroxide (2.31 g) in water (30 ml) was added 2-aminomethylpyrazine hydrochloride (7.0 g) under ice cooling, to which 3-chloropropionylchloride (5.05 g) and solution of sodium hydroxide (2.31 g) in water (30 ml) were simultaneously added dropwise over 30 minutes under stirring. The mixture was stirred for 1 hour at room temperature, followed by extraction with ethyl acetate-THF (1:1, 100 ml×2). The aqueous layer was subjected to salting out with sodium chloride, ... Starting materials: ClCCl, O=C(O)CCCC=CCC1C(O)CC(OC2CCCCO2)C1CCC(F)(F)COc1ccccc1, O=[Cr](=O)([O-])Cl, c1cc[nH+]cc1. Yields the product O=C(O)CCCC=CCC1C(=O)CC(OC2CCCCO2)C1CCC(F)(F)COc1ccccc1. RXN SMILES: [Cl:47][CH2:48][Cl:49].[F:1][C:2]([CH2:3][CH2:4][CH:5]1[CH:6]([CH2:18][CH:19]=[CH:20][CH2:21][CH2:22][CH2:23][C:24](=[O:25])[OH:26])[CH:7]([OH:17])[CH2:8][CH:9]1[O:10][CH:11]1[O:12][CH2:13][CH2:14][CH2:15][CH2:16]1)([CH2:27][O:28][c:29]1[cH:30][cH:31][cH:32][cH:33][cH:34]1)[F:35].[O:36]=[Cr:37]([Cl:38])([O-:39])=[O:40].[nH+:41]1[cH:42][cH:43][cH:44][cH:45][cH:46]1>>[F:1][C:2]([CH2:3][CH2:4][CH:5]1[CH:6]([CH2:18][CH:19]=[CH:20][CH2:21][CH2:22][CH2:23][C:24](=[O:25])[OH:26])[C:7](=[O:17])[CH2:8][CH:9]1[O:10][CH:11]1[O:12][CH2:13][CH2:14][CH2:15][CH2:16]1)([CH2:27][O:28][c:29]1[cH:30][cH:31][cH:32][cH:33][cH:34]1)[F:35]. Starting materials: C(C)(=O)[O-].[Na+] (sodium acetate), CN(C1=CC=CC=C1)C=O (N-Methylformanilide), P(=O)(Cl)(Cl)Cl (phosphorus oxychloride), C(C)N1C2=CC=CC=C2SC=2C=CC=CC12 (10-ethylphenothiazine). Solvent: ClC1=C(C=CC=C1)Cl (1,2-dichlorobenzene). Conditions: temperature 100 celsius, time 24 hour. Yields the product C(C)N1C2=CC=CC=C2SC=2C=C(C=CC12)C=O (10-Ethyl-3-formylphenothiazine). Yield: 69.0%. Reaction SMILES: CN([CH:9]=[O:10])C1C=CC=CC=1.P(Cl)(Cl)(Cl)=O.[CH2:16]([N:18]1[C:31]2[CH:30]=[CH:29][CH:28]=[CH:27][C:26]=2[S:25][C:24]2[C:19]1=[CH:20][CH:21]=[CH:22][CH:23]=2)[CH3:17].C([O-])(=O)C.[Na+]>ClC1C=CC=CC=1Cl>[CH2:16]([N:18]1[C:19]2[CH:20]=[CH:21][C:22]([CH:9]=[O:10])=[CH:23][C:24]=2[S:25][C:26]2[C:31]1=[CH:30][CH:29]=[CH:28][CH:27]=2)[CH3:17] |f:3.4|. Procedure details: N-Methylformanilide (5.35 ml, 43.6 mmol) and phosphorus oxychloride (4.06 ml, 43.6 mmol) were added at room temperature to a mixture of 10-ethylphenothiazine (7.62 g, 33.5 mmol) and 1,2-dichlorobenzene (34 ml), and the mixture was stirred at 100° C. for 24 hours. At room temperature, a sodium acetate aqueous solution (45 wt. %, 85 g) was added to the reaction mixture, which was subsequently concentrated under a reduced pressure. Ethyl acetate and water (each 300 ml) were added to the resulting r... Reactants: [C@H]1(CC[C@@H](CC1)C(=O)O)C(=O)O (cis-cyclohexane-1,4-dicarboxylic acid). The solvent is C(C)(=O)OC(C)=O (acetic anhydride). The product is C12C(OC(C(CC1)CC2)=O)=O (3-Oxabicyclo[3.2.2]nonan-2,4-dione). The yield is 96.3%. RXN SMILES: [C@H:1]1([C:10]([OH:12])=[O:11])[CH2:6][CH2:5][C@@H:4]([C:7]([OH:9])=O)[CH2:3][CH2:2]1>C(OC(=O)C)(=O)C>[CH:1]12[CH2:2][CH2:3][CH:4]([CH2:5][CH2:6]1)[C:7](=[O:9])[O:12][C:10]2=[O:11]. Procedure: A solution of 2.9 g of cis-cyclohexane-1,4-dicarboxylic acid in 25 ml of acetic anhydride was heated under reflux for 2.5 hours. The solvent was removed by evaporation in vacuo, and the residue was triturated under diethyl ether several times. The residue was dried under high vacuum to give 2.5 g (97% yield) of the title compound. Reagents/catalysts: RhCl3. Product: COC(C1=C(C(=CC=C1)OC(=O)OC(C)(C)C)OC(=O)OC(C)(C)C)OC (2,3-bis-tert.-butoxycarbonyloxy-benzaldehyde dimethylacetal). Run at time 8 hour. Reaction SMILES: [C:1]([O:5][C:6]([O:8][C:9]1[C:16]([O:17][C:18]([O:20][C:21]([CH3:24])([CH3:23])[CH3:22])=[O:19])=[CH:15][CH:14]=[CH:13][C:10]=1[CH:11]=[O:12])=[O:7])([CH3:4])([CH3:3])[CH3:2].[CH:25](=[O:32])C1C=CC=CC=1.[C:33]1(C)C=CC=CC=1>CO.C(OC)(OC)OC>[CH3:33][O:12][CH:11]([O:32][CH3:25])[C:10]1[CH:13]=[CH:14][CH:15]=[C:16]([O:17][C:18]([O:20][C:21]([CH3:24])([CH3:23])[CH3:22])=[O:19])[C:9]=1[O:8][C:6]([O:5][C:1]([CH3:4])([CH3:3])[CH3:2])=[O:7]. Reactants: C(C1=CC=CC=C1)=O (benzaldehyde), C1(=CC=CC=C1)C (toluene), C(C)(C)(C)OC(=O)OC1=C(C=O)C=CC=C1OC(=O)OC(C)(C)C (2,3-bis-tert.-butoxycarbonyloxy-benzaldehyde). Reported procedure: Three g (9 mmol) of 2,3-bis-tert.-butoxycarbonyloxy-benzaldehyde were dissolved at room temperature in 10 ml of methanol and 1.2 ml of trimethyl orthoformate. For complete dissolution of the benzaldehyde derivative, 1.5 ml of toluene were added. This was followed by the addition of 3.75 mg of RhCl3 [CH3C(CH2PPh2)3 ] as catalyst. The mixture was then stirred overnight at room temperature. The solvents were separated off by steam distillation and the oily residue was taken up in a little toluene. ... The solvent is C(OC)(OC)OC (trimethyl orthoformate), CO (methanol). RXN SMILES: [C:1]([CH3:2])([CH3:3])([CH3:4])[O:5][C:6](=[O:7])[NH:8][CH2:9][CH2:10][c:11]1[cH:12][cH:13][c:14]([CH2:17][C:18](=[O:19])[O:20][CH3:21])[cH:15][cH:16]1.[Li+:22].[O:24]1[CH2:25][CH2:26][CH2:27][CH2:28]1.[OH-:23].[OH2:29]>>[C:1]([CH3:2])([CH3:3])([CH3:4])[O:5][C:6](=[O:7])[NH:8][CH2:9][CH2:10][c:11]1[cH:12][cH:13][c:14]([CH2:17][C:18](=[O:19])[OH:20])[cH:15][cH:16]1. Reactants: COC(=O)Cc1ccc(CCNC(=O)OC(C)(C)C)cc1, [Li+], C1CCOC1, [OH-], O. The product is CC(C)(C)OC(=O)NCCc1ccc(CC(=O)O)cc1. Reactants: NC1=NC(=C2N=CN(C2=N1)OCC(CP(=O)(OCC)OCC)O)OC (2-amino-6-methoxy-9-[2-hydroxy-3-(diethoxyphosphoryl)propoxy]purine), Br[Si](C)(C)C (bromotrimethylsilane). The solvent is CN(C=O)C (dimethylformamide). The product is OC(CON1C=2N=C(NC(C2N=C1)=O)N)CP(=O)(O)O (9-(2-Hydroxy-3-phosphonopropoxy)guanine). The yield is 61.2%. RXN SMILES: [NH2:1][C:2]1[N:10]=[C:9]2[C:5]([N:6]=[CH:7][N:8]2[O:11][CH2:12][CH:13]([OH:23])[CH2:14][P:15]([O:20]CC)([O:17]CC)=[O:16])=[C:4]([O:24]C)[N:3]=1.Br[Si](C)(C)C>CN(C)C=O>[OH:23][CH:13]([CH2:14][P:15]([OH:17])([OH:20])=[O:16])[CH2:12][O:11][N:8]1[CH:7]=[N:6][C:5]2[C:4](=[O:24])[NH:3][C:2]([NH2:1])=[N:10][C:9]1=2. Reported procedure: A solution of 2-amino-6-methoxy-9-[2-hydroxy-3-(diethoxyphosphoryl)propoxy]purine (70 mg, 0.182 mmol) and bromotrimethylsilane (0.4 ml, 3 mmol) in dimethylformamide (3 ml) was stirred at 23° C. for 3 hours. The solvent was evaporated and the residue was coevaporated with dimethylformamide (2×5 ml) and methanol:water (9.1) solution (1×5 ml). Crystallization from water:methanol (9:1) gave the title compound (34 mg, 62%); m.p. 258° C.-260° C. 1H NMR: δH [(CD3)2SO] 1.80 (2H, m, PCH2), 4.2 (3H, m, PC...